Dataset: the Open Reaction Database (ORD), a public repository of structured organic reaction records. Task: describe an organic reaction: reactants, conditions, products, and yield Reactants: CN1C(=C(C=2C=CC=CC2S1(=O)=O)O)C(=O)NC=3C=CC=CN3 (piroxicam), C([O-])([O-])=O.[K+].[K+] (potassium carbonate), C(CCCCCCC)(=O)OCCl (chloromethyl octanoate), CC(=O)C (acetone), C(CCCCCCC)(=O)OCCl (chloromethyl octanoate), C([O-])([O-])=O.[K+].[K+] (potassium carbonate). Solvent: C1(=CC=CC=C1)C.CCCCCC (toluene hexane). Yields the product C(CCCCCCC)(=O)OCOC1=C(N(S(C2=C1C=CC=C2)(=O)=O)C)C(=O)NC2=NC=CC=C2 (4-(Octanoyloxy)methoxy-2-methyl-N-(2-pyridyl)-2H-1,2-benzothiazine-3-carboxamide 1,1-Dioxide). RXN SMILES: [CH3:1][N:2]1[S:11](=[O:13])(=[O:12])[C:10]2[CH:9]=[CH:8][CH:7]=[CH:6][C:5]=2[C:4]([OH:14])=[C:3]1[C:15]([NH:17][C:18]1[CH:19]=[CH:20][CH:21]=[CH:22][N:23]=1)=[O:16].C(=O)([O-])[O-].[K+].[K+].[C:30]([O:39][CH2:40]Cl)(=[O:38])[CH2:31][CH2:32][CH2:33][CH2:34][CH2:35][CH2:36][CH3:37].CC(C)=O>C1(C)C=CC=CC=1.CCCCCC>[C:30]([O:39][CH2:40][O:14][C:4]1[C:5]2[CH:6]=[CH:7][CH:8]=[CH:9][C:10]=2[S:11](=[O:13])(=[O:12])[N:2]([CH3:1])[C:3]=1[C:15]([NH:17][C:18]1[CH:19]=[CH:20][CH:21]=[CH:22][N:23]=1)=[O:16])(=[O:38])[CH2:31][CH2:32][CH2:33][CH2:34][CH2:35][CH2:36][CH3:37] |f:1.2.3,6.7|. Reported procedure: To a round bottomed flask equipped with a reflux condenser and a stirring bar were added piroxicam (1.00 g, 3.0 mmol), potassium carbonate (840 mg, 6.0 mmol), chloromethyl octanoate (870 mg, 4.5 mmol) and acetone (15 mL). The heterogenous reaction mixture was heated to reflux under a nitrogen atmosphere. After 6 hours additional chloromethyl octanoate (250 mg, 0.75 mmol) and additional potassium carbonate (210 mg, 1.5 mmol) were added and reflux continued for an additional hour. Chromatographed ... Procedure details: 3-(2,6-Dimethylpiperdino)propionic acid hydrochloride may be obtained by working according to the method described in Example 4 for the preparation of 1-methyl-3-piperidinecarboxylic acid hydrochloride, but starting with ethyl 3-(2,6-dimethylpiperidino)propionate hydrochloride (12.5 g) and 6N aqueous hydrochloric acid solution (35 cc). 3-(2,6-Dimethylpiperidino)propionic acid hydrochloride, m.p. 215° C., is thereby obtained. As a reaction SMILES: [ClH:1].CN1CCCC(C(O)=O)C1.Cl.[CH3:13][CH:14]1[CH2:19][CH2:18][CH2:17][CH:16]([CH3:20])[N:15]1[CH2:21][CH2:22][C:23]([O:25]CC)=[O:24].Cl>>[ClH:1].[CH3:20][CH:16]1[CH2:17][CH2:18][CH2:19][CH:14]([CH3:13])[N:15]1[CH2:21][CH2:22][C:23]([OH:25])=[O:24] |f:0.1,2.3,5.6|. Product: Cl.CC1N(C(CCC1)C)CCC(=O)O (3-(2,6-Dimethylpiperidino)propionic acid hydrochloride). Starting materials: Cl.CN1CC(CCC1)C(=O)O (1-methyl-3-piperidinecarboxylic acid hydrochloride), Cl.CC1N(C(CCC1)C)CCC(=O)OCC (ethyl 3-(2,6-dimethylpiperidino)propionate hydrochloride), Cl (hydrochloric acid). Starting materials: FC=1C=C(C=CC1)Br (3-fluorobromobenzene), [Cl-].[Al+3].[Cl-].[Cl-] (aluminium (III) chloride), C(CC)(=O)Cl (Propionyl chloride). Reaction conditions: temperature 90 celsius. Yields the product BrC1=CC(=C(C=C1)C(CC)=O)F (4′-Bromo-2′-fluoropropiophenone). Yield: 17.9%. Reaction SMILES: [F:1][C:2]1[CH:3]=[C:4]([Br:8])[CH:5]=[CH:6][CH:7]=1.[Cl-].[Al+3].[Cl-].[Cl-].[C:13](Cl)(=[O:16])[CH2:14][CH3:15]>>[Br:8][C:4]1[CH:5]=[CH:6][C:7]([C:13](=[O:16])[CH2:14][CH3:15])=[C:2]([F:1])[CH:3]=1 |f:1.2.3.4|. Reported procedure: A mixture of 3-fluorobromobenzene (5.0 g, 29 mmol) and aluminium (III) chloride (11.6 g, 87 mmol) was heated under argon until a slurry formed. Propionyl chloride (3.2 g, 35 mmol) was added over 15 min and the mixture was heated at 90° C. for 1 h. The reaction was poured onto ice-water (100 mL) and the resultant mixture was extracted with dichloromethane (3×50 mL). The combined organic extracts were dried (magnesium sulfate), concentrated in vacuo and purified by column chromatography (SiO2; hep... Reactants: N([C@@H](CC(C)C)C(=O)N[C@@H](CC(C)C)C(=O)OC)C(=O)OCC1=CC=CC=C1 (N-Cbz-L-Leu-L-Leu-OCH3), O.[OH-].[Li+] (lithium hydroxide monohydrate), OO (hydrogen peroxide). The solvent is CO.O (MeOH H2O). Run at time 3.5 hour. The product is N([C@@H](CC(C)C)C(=O)N[C@@H](CC(C)C)C(=O)O)C(=O)OCC1=CC=CC=C1 (N-Cbz-L-Leu-L-Leu-OH). Yield: 90.5%. Reaction SMILES: [NH:1]([C:19]([O:21][CH2:22][C:23]1[CH:28]=[CH:27][CH:26]=[CH:25][CH:24]=1)=[O:20])[C@H:2]([C:7]([NH:9][C@H:10]([C:15]([O:17]C)=[O:16])[CH2:11][CH:12]([CH3:14])[CH3:13])=[O:8])[CH2:3][CH:4]([CH3:6])[CH3:5].O.[OH-].[Li+].OO>CO.O>[NH:1]([C:19]([O:21][CH2:22][C:23]1[CH:24]=[CH:25][CH:26]=[CH:27][CH:28]=1)=[O:20])[C@H:2]([C:7]([NH:9][C@H:10]([C:15]([OH:17])=[O:16])[CH2:11][CH:12]([CH3:14])[CH3:13])=[O:8])[CH2:3][CH:4]([CH3:6])[CH3:5] |f:1.2.3,5.6|. Procedure details: To a stirred solution of N-Cbz-L-Leu-L-Leu-OCH3 (6.0 g, 14.6 mmol) in MeOH/H2O (3:1) (60 mL) at R.T. was added lithium hydroxide monohydrate (LiOH.H2O) (1.0 g, 43.9 mmol) and hydrogen peroxide (H2O2) (30% weight in H2O) (4.5 mL, 43.9 mmol). The reaction mixture was stirred for 3.5 h and then quenched with 10% HCl. The resulting mixture was extracted with EA (3×20 mL). The combined organic extracts were washed with sat. NaCl (2×10 mL), dried (MgSO4) and concentrated in vacuo to afford N-Cbz-L-Leu... Reactants: C(CCC)[Li] (n-butyl lithium), CCCCCC (n-hexane), C(C)(C)(C)C1=CC=C(CN(C2CC2)CC=2C=C(C=CC2)C(C)=O)C=C1 (3′-[N-(4-tert-Butylbenzyl)-N-cyclopropylaminomethyl]acetophenone). The reagents and catalysts are [Br-].C[P+](C1=CC=CC=C1)(C1=CC=CC=C1)C1=CC=CC=C1 (methyl triphenylphosphonium bromide). Product: C(C)(C)(C)C1=CC=C(CN(C2CC2)CC2=CC(=CC=C2)C(=C)C)C=C1 (N-(4-tert-Butylbenzyl)-N-cyclopropyl-(3-isopropenylbenzyl)amine). Isolated yield 35.2%. As a reaction SMILES: [CH2:1]([Li])CCC.CCCCCC.[C:12]([C:16]1[CH:36]=[CH:35][C:19]([CH2:20][N:21]([CH2:25][C:26]2[CH:27]=[C:28]([C:32](=O)[CH3:33])[CH:29]=[CH:30][CH:31]=2)[CH:22]2[CH2:24][CH2:23]2)=[CH:18][CH:17]=1)([CH3:15])([CH3:14])[CH3:13]>[Br-].C[P+](C1C=CC=CC=1)(C1C=CC=CC=1)C1C=CC=CC=1>[C:12]([C:16]1[CH:36]=[CH:35][C:19]([CH2:20][N:21]([CH2:25][C:26]2[CH:31]=[CH:30][CH:29]=[C:28]([C:32]([CH3:1])=[CH2:33])[CH:27]=2)[CH:22]2[CH2:24][CH2:23]2)=[CH:18][CH:17]=1)([CH3:15])([CH3:14])[CH3:13] |f:3.4|. Reported procedure: The procedure described in Example 60 was repeated, except that methyl triphenylphosphonium bromide (0.32 g; 8.94×10−1 mmol), n-butyl lithium in n-hexane (1.56 M: 0.6 ml; 8.9×10−1 mmol), and Compound 82 (0.20 g; 5.96×10−1 mmol) were used, to thereby yield 0.07 g of the target compound (yield: 35.2%). Starting materials: BrC=1C=C(C=CC1)C1=C2CC(NC2=CC=C1)=O (4-(3-bromo-phenyl)-1,3-dihydro-indol-2-one), C(C)(C)N(CCNC(=O)C1=C(NC(=C1C)C=O)C)C(C)C (5-formyl-2,4-dimethyl-1H-pyrrole-3-carboxylic acid (2-diisopropylamino-ethyl)-amide). The reagents and catalysts are N1CCCCC1 (piperidine). Run in C(C)O (ethanol). Reaction conditions: time 3 day. Product: C(C)(C)N(CCNC(=O)C1=C(NC(=C1C)C=C1C(NC2=CC=CC(=C12)C1=CC(=CC=C1)Br)=O)C)C(C)C (5-[4-(3-bromo-phenyl)-2-oxo-1,2-dihydro-indol-3-ylidenemethyl]-2,4-dimethyl-1H-pyrrole-3-carboxylic acid (2-diisopropylamino-ethyl)-amide). Yield: 30.5%. As a reaction SMILES: [Br:1][C:2]1[CH:3]=[C:4]([C:8]2[CH:16]=[CH:15][CH:14]=[C:13]3[C:9]=2[CH2:10][C:11](=[O:17])[NH:12]3)[CH:5]=[CH:6][CH:7]=1.[CH:18]([N:21]([CH:36]([CH3:38])[CH3:37])[CH2:22][CH2:23][NH:24][C:25]([C:27]1[C:31]([CH3:32])=[C:30]([CH:33]=O)[NH:29][C:28]=1[CH3:35])=[O:26])([CH3:20])[CH3:19]>C(O)C.N1CCCCC1>[CH:36]([N:21]([CH:18]([CH3:20])[CH3:19])[CH2:22][CH2:23][NH:24][C:25]([C:27]1[C:31]([CH3:32])=[C:30]([CH:33]=[C:10]2[C:9]3[C:13](=[CH:14][CH:15]=[CH:16][C:8]=3[C:4]3[CH:5]=[CH:6][CH:7]=[C:2]([Br:1])[CH:3]=3)[NH:12][C:11]2=[O:17])[NH:29][C:28]=1[CH3:35])=[O:26])([CH3:37])[CH3:38]. Reported procedure: To a solution of 4-(3-bromo-phenyl)-1,3-dihydro-indol-2-one (72 mg, 0.25 mmol) and 5-formyl-2,4-dimethyl-1H-pyrrole-3-carboxylic acid (2-diisopropylamino-ethyl)-amide (73 mg, 0.25 mmol) in ethanol (2 mL) was added piperidine (3 drops). The reaction mixture was stirred at room temperature for three days. A yellow solid product was precipitated out, filtered, washed by ethanol for three times, and dried under high vacuum to provide pure product 5-[4-(3-bromo-phenyl)-2-oxo-1,2-dihydro-indol-3-ylide... The reactants are CCO, Nc1c(Cl)ncnc1Cl, Cl, NC1CC(CO)C(O)C1O. Yields the product Nc1c(Cl)ncnc1NC1CC(CO)C(O)C1O. Reaction SMILES: [CH3:21][CH2:22][OH:23].[Cl:12][c:13]1[n:14][cH:15][n:16][c:17]([Cl:20])[c:18]1[NH2:19].[ClH:1].[NH2:2][CH:3]1[CH:4]([OH:11])[CH:5]([OH:10])[CH:6]([CH2:8][OH:9])[CH2:7]1>>[NH:2]([CH:3]1[CH:4]([OH:11])[CH:5]([OH:10])[CH:6]([CH2:8][OH:9])[CH2:7]1)[c:17]1[n:16][cH:15][n:14][c:13]([Cl:12])[c:18]1[NH2:19].